This data is from the Open Reaction Database (ORD), a public repository of structured organic reaction records. The task is: describe an organic reaction: reactants, conditions, products, and yield The reactants are NC1=C(C=C(C=C1)Br)NC1=NC(=NC=C1)N (4-N-(2-amino-5-bromophenyl)pyrimidine-2,4-diamine), C(OC)(OC)OC (trimethyl orthoformate), C(OC)(OC)OC (trimethyl orthoformate), CC=1C=CC(=CC1)S(=O)(=O)O (TsOH), C(=O)(O)[O-].[Na+] (NaHCO3). Solvent: C1CCOC1 (THF), CO (methanol). Conditions: temperature 70 celsius, time 1 hour. The product is BrC=1C=CC2=C(N(C=N2)C2=NC(=NC=C2)N)C1 (4-(6-bromo-1H-1,3-benzodiazol-1-yl)pyrimidin-2-amine). RXN SMILES: [NH2:1][C:2]1[CH:7]=[CH:6][C:5]([Br:8])=[CH:4][C:3]=1[NH:9][C:10]1[CH:15]=[CH:14][N:13]=[C:12]([NH2:16])[N:11]=1.[CH:17](OC)(OC)OC.CC1C=CC(S(O)(=O)=O)=CC=1.C([O-])(O)=O.[Na+]>C1COCC1.CO>[Br:8][C:5]1[CH:6]=[CH:7][C:2]2[N:1]=[CH:17][N:9]([C:10]3[CH:15]=[CH:14][N:13]=[C:12]([NH2:16])[N:11]=3)[C:3]=2[CH:4]=1 |f:3.4|. Procedure: To a solution of 4-N-(2-amino-5-bromophenyl)pyrimidine-2,4-diamine (750 mg, 2.68 mmol) in mixture of methanol (7 mL) and THF (30 mL) was added trimethyl orthoformate (8.81 ml, 80.32 mmol) and TsOH (0.04 ml, 0.27 mmol). The reaction mixture was stirred at 70° C. for 1 h. Then another portion of trimethyl orthoformate (4.4 ml, 40.16 mmol) was added. Stirring at 70° C. was continued for another 6 hr. The reaction mixture was allowed to cool down to RT then a saturated aqueous solution of NaHCO3 was...